The task is: describe an organic reaction: reactants, conditions, products, and yield. This data is from the Open Reaction Database (ORD), a public repository of structured organic reaction records. Starting materials: O=c1cc(OCc2ccccc2)cc[nH]1, C1CCOC1, CCCC[N+](CCCC)(CCCC)CCCC, O=C(CCl)c1ccc2c(c1)CCN(C(=O)C(F)(F)F)CC2, [I-]. The product is O=C(Cn1ccc(OCc2ccccc2)cc1=O)c1ccc2c(c1)CCN(C(=O)C(F)(F)F)CC2. Reaction SMILES: [CH2:1]([c:2]1[cH:3][cH:4][cH:5][cH:6][cH:7]1)[O:8][c:9]1[cH:10][c:11](=[O:15])[nH:12][cH:13][cH:14]1.[CH2:37]1[O:38][CH2:39][CH2:40][CH2:41]1.[CH2:43]([N+:44]([CH2:45][CH2:46][CH2:47][CH3:48])([CH2:49][CH2:50][CH2:51][CH3:52])[CH2:53][CH2:54][CH2:55][CH3:56])[CH2:57][CH2:58][CH3:59].[Cl:16][CH2:17][C:18](=[O:19])[c:20]1[cH:21][c:22]2[c:23]([cH:35][cH:36]1)[CH2:24][CH2:25][N:26]([C:29]([C:30]([F:31])([F:32])[F:33])=[O:34])[CH2:27][CH2:28]2.[I-:42]>>[CH2:1]([c:2]1[cH:3][cH:4][cH:5][cH:6][cH:7]1)[O:8][c:9]1[cH:10][c:11](=[O:15])[n:12]([CH2:17][C:18](=[O:19])[c:20]2[cH:21][c:22]3[c:23]([cH:35][cH:36]2)[CH2:24][CH2:25][N:26]([C:29]([C:30]([F:31])([F:32])[F:33])=[O:34])[CH2:27][CH2:28]3)[cH:13][cH:14]1. Isolated yield 23.6%. Product: ClC1=CC=C(C=C1)S(=O)(=O)N(C(C(=O)NCC1=CC(=NC(=C1)C1=CC=C(C=C1)C(F)(F)F)N1CCCC1)=C)CC (2-[(4-chlorophenyl)sulfonyl-ethyl-amino]-N-[[2-pyrrolidin-1-yl-6-[4-(trifluoromethyl)phenyl]-4-pyridyl]methyl]prop-2-enamide). Reaction SMILES: [Cl:1][C:2]1[CH:7]=[CH:6][C:5]([S:8]([N:11]([CH2:17][CH3:18])[C:12](=[CH2:16])[C:13]([OH:15])=O)(=[O:10])=[O:9])=[CH:4][CH:3]=1.CCOC(OC(OCC)=O)=O.[N:30]1([C:35]2[CH:40]=[C:39]([CH2:41][NH2:42])[CH:38]=[C:37]([C:43]3[CH:48]=[CH:47][C:46]([C:49]([F:52])([F:51])[F:50])=[CH:45][CH:44]=3)[N:36]=2)[CH2:34][CH2:33][CH2:32][CH2:31]1>C1COCC1>[Cl:1][C:2]1[CH:3]=[CH:4][C:5]([S:8]([N:11]([CH2:17][CH3:18])[C:12](=[CH2:16])[C:13]([NH:42][CH2:41][C:39]2[CH:38]=[C:37]([C:43]3[CH:44]=[CH:45][C:46]([C:49]([F:52])([F:50])[F:51])=[CH:47][CH:48]=3)[N:36]=[C:35]([N:30]3[CH2:31][CH2:32][CH2:33][CH2:34]3)[CH:40]=2)=[O:15])(=[O:9])=[O:10])=[CH:6][CH:7]=1. Reaction conditions: time 8 hour. Reactants: ClC1=CC=C(C=C1)S(=O)(=O)N(C(C(=O)O)=C)CC (2-[(4-chlorophenyl)sulfonyl-ethyl-amino]prop-2-enoic acid), CCOC(=O)OC(=O)OCC (DEPC), N1(CCCC1)C1=NC(=CC(=C1)CN)C1=CC=C(C=C1)C(F)(F)F ([2-pyrrolidin-1-yl-6-[4-(trifluoromethyl)phenyl]-4-pyridyl]methanamine). The solvent is C1CCOC1 (THF). Procedure details: Acid 4D (289.74 mg, 1 mmol) was dissolved in 10 ml of THF and at rt DEPC (1.1 equiv, 0.15 ml) and [2-pyrrolidin-1-yl-6-[4-(trifluoromethyl)phenyl]-4-pyridyl]methanamine 27A (1.1 equiv., 353.47 mg) were added to the solution. The mixture was stirred at rt overnight then evaporated. The residue was dissolved in AcOEt (30 ml) and washed with water (1×20 ml) and brine. The organic phase was dried over sodium sulfate and concentrated under vacuum. The purification of the crude by chromatographic colu... The reactants are Nc1cc(Cl)c(Cl)c(Cl)c1Cl, Nc1cc(Cl)cc(Cl)c1. The product is Nc1cc(Cl)cc(Cl)c1Cl. As a reaction SMILES: [Cl:1][c:2]1[c:3]([NH2:4])[cH:5][c:6]([Cl:11])[c:7]([Cl:10])[c:8]1[Cl:9].[NH2:12][c:13]1[cH:14][c:15]([Cl:16])[cH:17][c:18]([Cl:19])[cH:20]1>>[Cl:1][c:2]1[c:3]([NH2:4])[cH:5][c:6]([Cl:11])[cH:7][c:8]1[Cl:9]. The reactants are COC(C=CC1=CC(=C(C=C1)NCCNCC)[N+](=O)[O-])=O (3-[4-(2-ethylamino-ethylamino)-3-nitro-phenyl]-acrylic acid methyl ester), C(CCCCCC)=O (heptaldehyde), O.O.Cl[Sn]Cl (SnCl2.2H2O). Run in CC(=O)O (AcOH), CO (MeOH). Reaction conditions: temperature 40 celsius. Yields the product COC(C=CC1=CC2=C(N(C(=N2)CCCCCC)CCNCC)C=C1)=O (3-[1-(2-ethylamino-ethyl)-2-hexyl-1H-benzoimidazol-5-yl]-acrylic acid methyl ester), solid. Yield: 44.6%. RXN SMILES: [CH3:1][O:2][C:3](=[O:21])[CH:4]=[CH:5][C:6]1[CH:11]=[CH:10][C:9]([NH:12][CH2:13][CH2:14][NH:15][CH2:16][CH3:17])=[C:8]([N+:18]([O-])=O)[CH:7]=1.[CH:22](=O)[CH2:23][CH2:24][CH2:25][CH2:26][CH2:27][CH3:28].O.O.Cl[Sn]Cl>CC(O)=O.CO>[CH3:1][O:2][C:3](=[O:21])[CH:4]=[CH:5][C:6]1[CH:11]=[CH:10][C:9]2[N:12]([CH2:13][CH2:14][NH:15][CH2:16][CH3:17])[C:22]([CH2:23][CH2:24][CH2:25][CH2:26][CH2:27][CH3:28])=[N:18][C:8]=2[CH:7]=1 |f:2.3.4|. Procedure: To a stirred solution of 3-[4-(2-ethylamino-ethylamino)-3-nitro-phenyl]-acrylic acid methyl ester (8.174 g, 27.87 mmol) and heptaldehyde (4.85 g, 42.47 mmol, 1.52 eq) in AcOH and MeOH (1:9 v/v, 300 mL) was added SnCl2.2H2O (31.45 g, 139.4 mmol, 5 eq) in portions. The resulting mixture was heated to 40° C. with stirring. The progress of the reaction was monitor by LC/MS. When the reaction was completed, solvent was removed under reduced pressure below 40° C. The resultant residue was diluted with... Reactants: [BH4-], CO, [Na+], CCCc1cc(=O)oc2c3c(cc(O)c12)OC(C)C(C)C3=O. The product is CCCc1cc(=O)oc2c3c(cc(O)c12)OC(C)C(C)C3O. As a reaction SMILES: [BH4-:23].[CH3:25][OH:26].[Na+:24].[OH:1][c:2]1[c:3]2[c:4]([c:5]3[c:10]([cH:11]1)[O:9][CH:8]([CH3:12])[CH:7]([CH3:13])[C:6]3=[O:14])[o:15][c:16](=[O:22])[cH:17][c:18]2[CH2:19][CH2:20][CH3:21]>>[OH:1][c:2]1[c:3]2[c:4]([c:5]3[c:10]([cH:11]1)[O:9][CH:8]([CH3:12])[CH:7]([CH3:13])[CH:6]3[OH:14])[o:15][c:16](=[O:22])[cH:17][c:18]2[CH2:19][CH2:20][CH3:21]. Starting materials: C(C)(C)(C)C=1C=C(N(N1)C1=CC=C(C=C1)C)NC(=O)N[C@H]1CC[C@H](C2=CC=CC=C12)OCC(=O)N1CCOCC1 (1-(5-tert-Butyl-2-p-tolyl-2H-pyrazol-3-yl)-3-[(1S,4R)-4-(2-morpholin-4-yl-2-oxo-ethoxy)-1,2,3,4-tetrahydro-naphthalen-1-yl]-urea), B (borane), B (borane), B (borane). Solvent: C1CCOC1 (THF), O (water). Conditions: temperature 60 celsius, time 23 hour. The product is C(C)(C)(C)C=1C=C(N(N1)C1=CC=C(C=C1)C)NC(=O)N[C@H]1CC[C@H](C2=CC=CC=C12)OCCN1CCOCC1 (1-(5-tert-Butyl-2-p-tolyl-2H-pyrazol-3-yl)-3-[(1S,4R)-4-(2-morpholin-4-yl-ethoxy)-1,2,3,4-tetrahydro-naphthalen-1-yl]-urea). As a reaction SMILES: [C:1]([C:5]1[CH:6]=[C:7]([NH:17][C:18]([NH:20][C@@H:21]2[C:30]3[C:25](=[CH:26][CH:27]=[CH:28][CH:29]=3)[C@H:24]([O:31][CH2:32][C:33]([N:35]3[CH2:40][CH2:39][O:38][CH2:37][CH2:36]3)=O)[CH2:23][CH2:22]2)=[O:19])[N:8]([C:10]2[CH:15]=[CH:14][C:13]([CH3:16])=[CH:12][CH:11]=2)[N:9]=1)([CH3:4])([CH3:3])[CH3:2].B>C1COCC1.O>[C:1]([C:5]1[CH:6]=[C:7]([NH:17][C:18]([NH:20][C@@H:21]2[C:30]3[C:25](=[CH:26][CH:27]=[CH:28][CH:29]=3)[C@H:24]([O:31][CH2:32][CH2:33][N:35]3[CH2:40][CH2:39][O:38][CH2:37][CH2:36]3)[CH2:23][CH2:22]2)=[O:19])[N:8]([C:10]2[CH:11]=[CH:12][C:13]([CH3:16])=[CH:14][CH:15]=2)[N:9]=1)([CH3:4])([CH3:2])[CH3:3]. Procedure details: To a solution of Intermediate 32d (50 mg, 62.3 μmol in THF (1.7 mL) was added borane (1M in THF, 0.12 mL, 0.12 mmol) and the mixture stirred at 60° C. After 23 h, further borane (1M in THF, 0.31 mL, 0.31 mmol) was added. After 26 h, further borane (1M in THF, 0.31 mL, 0.31 mmol) was added. After 3 d, the cooled reaction mixture was diluted with water and extracted with DCM. The combined organics were dried and concentrated in vacuo. The residue was purified by HPLC (Gemini C18 column, 20-98% MeC... The reactants are CCCC=Cc1ccc(-c2ccc(OCC)c(F)c2F)[se]1, CCOC(C)=O. Yields the product CCCCCc1ccc(-c2ccc(OCC)c(F)c2F)[se]1. Reaction SMILES: [CH2:1]([CH3:2])[O:3][c:4]1[c:5]([F:21])[c:6]([F:20])[c:7](-[c:10]2[se:11][c:12]([CH:15]=[CH:16][CH2:17][CH2:18][CH3:19])[cH:13][cH:14]2)[cH:8][cH:9]1.[CH3:22][CH2:23][O:24][C:25](=[O:26])[CH3:27]>>[CH2:1]([CH3:2])[O:3][c:4]1[c:5]([F:21])[c:6]([F:20])[c:7](-[c:10]2[se:11][c:12]([CH2:15][CH2:16][CH2:17][CH2:18][CH3:19])[cH:13][cH:14]2)[cH:8][cH:9]1. Starting materials: ClC1=CC(=NC=N1)OC1=CC=C(C=C1)[N+](=O)[O-] (6-chloro-4-(4-nitrophenoxy)pyrimidine), C(C)(=O)OCC (ethyl acetate). Reagents/catalysts: [OH-].[Pd+2].[OH-] (Palladium hydroxide). Run in CO (methanol). Reaction conditions: time 13 hour. Yields the product NC1=CC=C(OC2=NC=NC=C2)C=C1 (4-(4-aminophenoxy)pyrimidine). Yield: 31.4%. Reaction SMILES: Cl[C:2]1[N:7]=[CH:6][N:5]=[C:4]([O:8][C:9]2[CH:14]=[CH:13][C:12]([N+:15]([O-])=O)=[CH:11][CH:10]=2)[CH:3]=1.C(OCC)(=O)C>[OH-].[Pd+2].[OH-].CO>[NH2:15][C:12]1[CH:13]=[CH:14][C:9]([O:8][C:4]2[CH:3]=[CH:2][N:7]=[CH:6][N:5]=2)=[CH:10][CH:11]=1 |f:2.3.4|. Reported procedure: Palladium hydroxide (20 mg) was added to solution of 6-chloro-4-(4-nitrophenoxy)pyrimidine (300 mg) in an ethyl acetate (10 ml)-methanol (10 ml) mixed solvent, and the mixture was stirred for 13 hours at room temperature under a hydrogen atmosphere at normal pressure. The reaction solution was filtered, the filtrate was concentrated, and the residue was passed through NH silica gel (Fuji Silicia Chemical). Elution was performed with a solvent (ethyl acetate:hexane=1:2) to obtain 70 mg of 4-(4-am...